Dataset: the Open Reaction Database (ORD), a public repository of structured organic reaction records. Task: describe an organic reaction: reactants, conditions, products, and yield Reactants: BrCCCCCCCCOC1CCCCO1, CC#N, c1ccc(P(c2ccccc2)c2ccccc2)cc1. Yields the product [Br-], c1ccc([P+](CCCCCCCCOC2CCCCO2)(c2ccccc2)c2ccccc2)cc1. As a reaction SMILES: [Br:1][CH2:2][CH2:3][CH2:4][CH2:5][CH2:6][CH2:7][CH2:8][CH2:9][O:10][CH:11]1[O:12][CH2:13][CH2:14][CH2:15][CH2:16]1.[CH3:36][C:37]#[N:38].[c:17]1([P:23]([c:24]2[cH:25][cH:26][cH:27][cH:28][cH:29]2)[c:30]2[cH:31][cH:32][cH:33][cH:34][cH:35]2)[cH:18][cH:19][cH:20][cH:21][cH:22]1>>[Br-:1].[CH2:2]([CH2:3][CH2:4][CH2:5][CH2:6][CH2:7][CH2:8][CH2:9][O:10][CH:11]1[O:12][CH2:13][CH2:14][CH2:15][CH2:16]1)[P+:23]([c:17]1[cH:18][cH:19][cH:20][cH:21][cH:22]1)([c:24]1[cH:25][cH:26][cH:27][cH:28][cH:29]1)[c:30]1[cH:31][cH:32][cH:33][cH:34][cH:35]1. Reactants: C(C=C)C1C(CC(C(C(OC(C2CCCCN2C(C(C2(C(CC(C(C(CC(CC(=C1)C)C)OC)O2)OC)C)O)=O)=O)=O)C(=CC2CC(C(CC2)OC(CCCCCCC(=O)O)=O)OC)C)C)O)=O (17-allyl-1,14-di-hydroxy-12-{2-[4-(7-carboxy-heptanoyl-oxy)-3-methoxy-cyclohexyl]-1-methyl-vinyl}-23,25-dimethoxy-13,19,21,27-tetramethyl-11,28-dioxa-4-aza-tricyclo[22.3.1.04,9] octacos-18-ene-2,3,10,16-tetraone), amine, C1=CC=C2C(=C1)C(=O)C(C2=O)(O)O (ninhydrin), CCN=C=NCCCN(C)C (WSC), ON1N=NC2=C1C=CC=C2 (1-hydroxybenzotriazole), C(C)(=O)OC(C)=O.CN(C=O)C (acetic anhydride DMF). Run in C1=CC=CC=C1 (benzene), C(Cl)Cl.CN1C(CCC1)=O (methylene chloride N-methyl-2-pyrrolidone). Reaction conditions: time 8 hour. The product is C[C@@H]1C[C@@H]([C@@H]2[C@H](C[C@H]([C@@](O2)(C(=O)C(=O)N3CCCC[C@H]3C(=O)O[C@@H]([C@@H]([C@H](CC(=O)[C@@H](/C=C(/C1)\C)CC=C)O)C)/C(=C/[C@@H]4CC[C@H]([C@@H](C4)OC)O)/C)O)C)OC)OC (FK-506). Reaction SMILES: [CH2:1]([CH:4]1[CH:30]=[C:29]([CH3:31])[CH2:28][CH:27]([CH3:32])[CH2:26][CH:25]([O:33][CH3:34])[CH:24]2[O:35][C:20]([OH:39])([CH:21]([CH3:38])[CH2:22][CH:23]2[O:36][CH3:37])[C:19](=[O:40])[C:18](=[O:41])[N:17]2[CH:12]([CH2:13][CH2:14][CH2:15][CH2:16]2)[C:11](=[O:42])[O:10][CH:9]([C:43]([CH3:65])=[CH:44][CH:45]2[CH2:50][CH2:49][CH:48]([O:51]C(=O)CCCCCCC(O)=O)[CH:47]([O:63][CH3:64])[CH2:46]2)[CH:8]([CH3:66])[CH:7]([OH:67])[CH2:6][C:5]1=[O:68])[CH:2]=[CH2:3].CCN=C=NCCCN(C)C.ON1C2C=CC=CC=2N=N1.C1C=C2C(C(O)(O)C(=O)C2=CC=1)=O.C(OC(=O)C)(=O)C.CN(C)C=O>C(Cl)Cl.CN1CCCC1=O.C1C=CC=CC=1>[CH3:32][C@H:27]1[CH2:28][C:29]([CH3:31])=[CH:30][C@@H:4]([CH2:1][CH:2]=[CH2:3])[C:5](=[O:68])[CH2:6][C@H:7]([OH:67])[C@@H:8]([CH3:66])[C@@H:9](/[C:43](/[CH3:65])=[CH:44]/[C@H:45]2[CH2:46][C@@H:47]([O:63][CH3:64])[C@H:48]([OH:51])[CH2:49][CH2:50]2)[O:10][C:11](=[O:42])[C@H:12]2[N:17]([CH2:16][CH2:15][CH2:14][CH2:13]2)[C:18](=[O:41])[C:19](=[O:40])[C@:20]2([OH:39])[O:35][C@@H:24]([C@@H:23]([O:36][CH3:37])[CH2:22][C@H:21]2[CH3:38])[C@@H:25]([O:33][CH3:34])[CH2:26]1 |f:4.5,6.7|. Procedure: The syrup obtained in Example 1 was centrifuged with benzene and concentrated under reduced pressure, and dissolved in a mixed solvent of methylene chloride/N-methyl-2-pyrrolidone (4/1) (0.3 ml), and WSC (1.44 mg, 7.5 μmol) and 1-hydroxybenzotriazole (1.01 mg, 7.5 μmol) were added. This solution was added to 10 μl of TOYO-Pearl resin (TSKgel AF-amino; 0.01 mmol amine is present in 100 μl) and shaken at room temperature overnight. After completion of the reaction, the resin was thoroughly washed ... The reactants are C1(=CC=CC=C1)C=1N=COC1C1=CC=CC=C1 (4,5-diphenyloxazole), C(CCC)[Li] (n-butyllithium), [Si](C1=CC=CC=C1)(C1=CC=CC=C1)(C(C)(C)C)OC=1C=C(CC2C(OCC2)=O)C=CC1 (3-(3-t-butyldiphenylsilyloxybenzyl)-2-oxotetrahydrofuran), C(C)(=O)OCC (ethyl acetate). Solvent: C1CCOC1 (THF), C1CCOC1 (THF), O (water). Conditions: time 30 minute. Yields the product C1(=CC=CC=C1)C=1N=C(OC1C1=CC=CC=C1)C(C(CC=1C=C(C=CC1)O[Si](C1=CC=CC=C1)(C1=CC=CC=C1)C(C)(C)C)CCO)O (3-[3-(4,5-diphenyloxazol-2-yl)-3-hydroxy-2-(2-hydroxyethyl)propyl]-1-(t-butyldiphenylsilyloxy)benzene). Yield: 85.8%. RXN SMILES: [C:1]1([C:7]2[N:8]=[CH:9][O:10][C:11]=2[C:12]2[CH:17]=[CH:16][CH:15]=[CH:14][CH:13]=2)[CH:6]=[CH:5][CH:4]=[CH:3][CH:2]=1.C([Li])CCC.[Si:23]([O:40][C:41]1[CH:42]=[C:43]([CH:51]=[CH:52][CH:53]=1)[CH2:44][CH:45]1[CH2:49][CH2:48][O:47][C:46]1=[O:50])([C:36]([CH3:39])([CH3:38])[CH3:37])([C:30]1[CH:35]=[CH:34][CH:33]=[CH:32][CH:31]=1)[C:24]1[CH:29]=[CH:28][CH:27]=[CH:26][CH:25]=1.C(OCC)(=O)C>C1COCC1.O>[C:1]1([C:7]2[N:8]=[C:9]([CH:46]([OH:50])[CH:45]([CH2:49][CH2:48][OH:47])[CH2:44][C:43]3[CH:42]=[C:41]([O:40][Si:23]([C:36]([CH3:38])([CH3:39])[CH3:37])([C:24]4[CH:29]=[CH:28][CH:27]=[CH:26][CH:25]=4)[C:30]4[CH:35]=[CH:34][CH:33]=[CH:32][CH:31]=4)[CH:53]=[CH:52][CH:51]=3)[O:10][C:11]=2[C:12]2[CH:13]=[CH:14][CH:15]=[CH:16][CH:17]=2)[CH:6]=[CH:5][CH:4]=[CH:3][CH:2]=1. Reported procedure: To a solution of 4,5-diphenyloxazole (5.3 g) in THF (50 ml) at −78° C. under N2 was added n-butyllithium (1.6 M in hexane, 9.2 ml). After 30 minutes, a solution of 3-(3-t-butyldiphenylsilyloxybenzyl)-2-oxotetrahydrofuran (3.3 g) in THF (30 ml) was added thereto and stirred for 1 hour at the same temperature. The reaction mixture was poured into the mixture of ethyl acetate and water. The organic layer was washed with 1N-HCl solution, sat. NaHCO3 and brine, dried over MgSO4, and evaporated in vac... Starting materials: O=C([O-])[O-], CCN(C(=O)c1cccc(O)c1)c1ccccc1, CCOC(C)=O, [Cs+], [Cs+], Cn1cncc1C(C)(O)c1ccc(C#N)c(F)c1, CN(C)C=O. Product: CCN(C(=O)c1cccc(Oc2cc(C(C)(O)c3cncn3C)ccc2C#N)c1)c1ccccc1. RXN SMILES: [C:37](=[O:38])([O-:39])[O-:40].[CH2:19]([CH3:20])[N:21]([C:22]([c:23]1[cH:24][c:25]([OH:29])[cH:26][cH:27][cH:28]1)=[O:30])[c:31]1[cH:32][cH:33][cH:34][cH:35][cH:36]1.[CH3:48][CH2:49][O:50][C:51]([CH3:52])=[O:53].[Cs+:41].[Cs+:42].[F:1][c:2]1[c:3]([C:4]#[N:5])[cH:6][cH:7][c:8]([C:10]([CH3:11])([c:12]2[n:13]([CH3:17])[cH:14][n:15][cH:16]2)[OH:18])[cH:9]1.[O:43]=[CH:44][N:45]([CH3:46])[CH3:47]>>[c:2]1([O:29][c:25]2[cH:24][c:23]([C:22]([N:21]([CH2:19][CH3:20])[c:31]3[cH:32][cH:33][cH:34][cH:35][cH:36]3)=[O:30])[cH:28][cH:27][cH:26]2)[c:3]([C:4]#[N:5])[cH:6][cH:7][c:8]([C:10]([CH3:11])([c:12]2[n:13]([CH3:17])[cH:14][n:15][cH:16]2)[OH:18])[cH:9]1.